This data is from the Open Reaction Database (ORD), a public repository of structured organic reaction records. The task is: describe an organic reaction: reactants, conditions, products, and yield The reactants are C(C)(C)(C)OC(=O)N1CC(CC1)OC1=C(C(=C2C(C(=CN(C2=C1F)C1CC1)C(=O)O)=O)N)F (7-(t-Butoxycarbonyl-3-pyrrolidinyloxy)-1-cyclopropyl-5-amino-6,8-difluoro-1,4-dihydro-4-oxoquinoline-3-carboxylic acid), 0, Cl (hydrochloric acid). Run in C(C)(=O)O (acetic acid). Product: Cl.N1CC(CC1)OC1=C(C(=C2C(C(=CN(C2=C1F)C1CC1)C(=O)O)=O)N)F (7-(3-Pyrrolidinyloxy)-1-cyclopropyl-5-amino-6,8-difluoro-1,4-dihydro-4-oxoquinoline-3-carboxylic acid hydrochloride). As a reaction SMILES: C(OC([N:8]1[CH2:12][CH2:11][CH:10]([O:13][C:14]2[C:23]([F:24])=[C:22]3[C:17]([C:18](=[O:31])[C:19]([C:28]([OH:30])=[O:29])=[CH:20][N:21]3[CH:25]3[CH2:27][CH2:26]3)=[C:16]([NH2:32])[C:15]=2[F:33])[CH2:9]1)=O)(C)(C)C.[ClH:34]>C(O)(=O)C>[ClH:34].[NH:8]1[CH2:12][CH2:11][CH:10]([O:13][C:14]2[C:23]([F:24])=[C:22]3[C:17]([C:18](=[O:31])[C:19]([C:28]([OH:30])=[O:29])=[CH:20][N:21]3[CH:25]3[CH2:27][CH2:26]3)=[C:16]([NH2:32])[C:15]=2[F:33])[CH2:9]1 |f:3.4|. Procedure: 7-(t-Butoxycarbonyl-3-pyrrolidinyloxy)-1-cyclopropyl-5-amino-6,8-difluoro-1,4-dihydro-4-oxoquinoline-3-carboxylic acid (105 mg), 0 5 ml of concentrated hydrochloric acid and 2 xl of acetic acid were used. The compound was treated in a similar manner to Example 1-(2) and recrystallized from ethanol, whereby 82 mg of the title compound was obtained. The reactants are [OH-].[Na+] (sodium hydroxide), COC1=C(C(=C(C(=C1C)C)OC)C)CC[C@@](COS(=O)(=O)C=1C(=CC=CC1)C)(O)C ((S)-4-(2',5'-dimethoxy-3',4',6'-trimethylphenyl)-2-methyl-1-toluenesulphonyloxy-2-butanol), C(Cl)Cl (methylene chloride). The solvent is C(C)O (ethanol). Conditions: time 10 minute. The product is COC1=C(C(=C(C(=C1C)C)OC)C)CC[C@]1(CO1)C ((S)-4-(2',5'-dimethoxy-3',4',6'-trimethylphenyl)-2-methyl-1,2-epoxybutane). RXN SMILES: [CH3:1][O:2][C:3]1[C:8]([CH3:9])=[C:7]([CH3:10])[C:6]([O:11][CH3:12])=[C:5]([CH3:13])[C:4]=1[CH2:14][CH2:15][C@:16]([CH3:30])([OH:29])[CH2:17]OS(C1C(C)=CC=CC=1)(=O)=O.[OH-].[Na+].C(Cl)Cl>C(O)C>[CH3:1][O:2][C:3]1[C:8]([CH3:9])=[C:7]([CH3:10])[C:6]([O:11][CH3:12])=[C:5]([CH3:13])[C:4]=1[CH2:14][CH2:15][C@:16]1([CH3:30])[O:29][CH2:17]1 |f:1.2|. Procedure: 177 mg of (S)-4-(2',5'-dimethoxy-3',4',6'-trimethylphenyl)-2-methyl-1-toluenesulphonyloxy-2-butanol are dissolved in 1 ml of ethanol and the solution is treated with 0.3 ml of alcoholic sodium hydroxide solution (1.5N). The mixture is left to stand at room temperature for 10 minutes, 30 ml of methylene chloride are then added and the mixture was dried over sodium sulphate and concentrated. There are obtained 105 ml of (S)-4-(2',5'-dimethoxy-3',4',6'-trimethylphenyl)-2-methyl-1,2-epoxybutane. M.p... Reactants: BrC(=C)C1=CC(=C(C=C1)OC)OC (1-Bromo-1-(3,4-dimethoxyphenyl)ethene), [Li]C(C)(C)C (t-BuLi), C(=O)C=C (acrolein). The product is COC=1C=C(C=CC1OC)C=CC(C=C)O (3,4-dimethoxyphenyl-1,4-pentadien-3-ol). The yield is 42.3%. As a reaction SMILES: Br[C:2]([C:4]1[CH:9]=[CH:8][C:7]([O:10][CH3:11])=[C:6]([O:12][CH3:13])[CH:5]=1)=[CH2:3].[Li]C(C)(C)C.[CH:19]([CH:21]=[CH2:22])=[O:20]>>[CH3:13][O:12][C:6]1[CH:5]=[C:4]([CH:2]=[CH:3][CH:19]([OH:20])[CH:21]=[CH2:22])[CH:9]=[CH:8][C:7]=1[O:10][CH3:11]. Procedure details: According to the General Procedure C, 1-Bromo-1-(3,4-dimethoxyphenyl)ethene (1.00 g, 4.11 mmol), t-BuLi (6.05 ml, 10.28 mmol) and acrolein (691 mg, 12.33 mmol) are converted to give after workup and chromatography (SiO2, PE/EE=2:1, Rf=0.25) the title compound (382 mg, 1.74 mmol, 42%) as a yellow oil; C13H16O3 (220.26). Starting materials: N1=CC(=CC=C1)CNC(=O)C1=CC=C2CN(C3=C(CN21)C=CC=C3)C(=O)C3=CC=C(C=C3)C3=C(C=CC=C3)CC(=O)O ((4′-{[3-{[(pyridin-3-ylmethyl)amino]carbonyl}-5H-pyrrolo[2,1-c][1,4]benzodiazepin-10(11H)-yl]carbonyl}-1,1′-biphenyl-2-yl)acetic acid), CNC (dimethylamine), N (ammonia). Product: NC(CC1=C(C=CC=C1)C1=CC=C(C=C1)C(=O)N1CC=2N(CC3=C1C=CC=C3)C(=CC2)C(=O)NCC=2C=NC=CC2)=O (10-{[2′-(2-AMINO-2-OXOETHYL)-1,1′-BIPHENYL-4-YL]CARBONYL}-N-(PYRIDIN-3-YLMETHYL)-10,11-DIHYDRO-5H-PYRROLO[2,1-C][1,4]BENZODIAZEPINE-3-CARBOXAMIDE). Yield: 58.0%. Reaction SMILES: [N:1]1[CH:6]=[CH:5][CH:4]=[C:3]([CH2:7][NH:8][C:9]([C:11]2[N:20]3[C:14]([CH2:15][N:16]([C:25]([C:27]4[CH:32]=[CH:31][C:30]([C:33]5[CH:38]=[CH:37][CH:36]=[CH:35][C:34]=5[CH2:39][C:40](O)=[O:41])=[CH:29][CH:28]=4)=[O:26])[C:17]4[CH:24]=[CH:23][CH:22]=[CH:21][C:18]=4[CH2:19]3)=[CH:13][CH:12]=2)=[O:10])[CH:2]=1.CNC.[NH3:46]>>[NH2:46][C:40](=[O:41])[CH2:39][C:34]1[CH:35]=[CH:36][CH:37]=[CH:38][C:33]=1[C:30]1[CH:31]=[CH:32][C:27]([C:25]([N:16]2[C:17]3[CH:24]=[CH:23][CH:22]=[CH:21][C:18]=3[CH2:19][N:20]3[C:11]([C:9]([NH:8][CH2:7][C:3]4[CH:2]=[N:1][CH:6]=[CH:5][CH:4]=4)=[O:10])=[CH:12][CH:13]=[C:14]3[CH2:15]2)=[O:26])=[CH:28][CH:29]=1. Procedure: The title compound was prepared in essentially the same manner as Example 68, replacing 4′-{[3-{[(pyridin-3-ylmethyl)amino]carbonyl}-5H-pyrrolo[2,1-c][1,4]benzodiazepin-10(11H)-yl]carbonyl}-1,1′-biphenyl-2-carboxylic acid with (4′-{[3-{[(pyridin-3-ylmethyl)amino]carbonyl}-5H-pyrrolo[2,1-c][1,4]benzodiazepin-10(11H)-yl]carbonyl}-1,1′-biphenyl-2-yl)acetic acid of Example 36, and dimethylamine with ammonia. Purification by flash chromatography using a solvent gradient of 2 to 8% methanol in dichlor... RXN SMILES: Cl[C:2]1[N:7]=[C:6]([C:8]2[N:12]3[CH:13]=[CH:14][CH:15]=[CH:16][C:11]3=[N:10][C:9]=2[C:17]2[CH:18]=[CH:19][C:20]([O:25][CH3:26])=[C:21]([CH:24]=2)[C:22]#[N:23])[CH:5]=[CH:4][N:3]=1.Cl.Cl.[CH3:29][N:30]([CH3:41])[CH2:31][CH2:32][O:33][C:34]1[CH:35]=[C:36]([CH:38]=[CH:39][CH:40]=1)[NH2:37].Cl.C([O-])(O)=O.[Na+]>C(O)C(F)(F)F>[CH3:29][N:30]([CH3:41])[CH2:31][CH2:32][O:33][C:34]1[CH:35]=[C:36]([NH:37][C:2]2[N:7]=[C:6]([C:8]3[N:12]4[CH:13]=[CH:14][CH:15]=[CH:16][C:11]4=[N:10][C:9]=3[C:17]3[CH:18]=[CH:19][C:20]([O:25][CH3:26])=[C:21]([CH:24]=3)[C:22]#[N:23])[CH:5]=[CH:4][N:3]=2)[CH:38]=[CH:39][CH:40]=1 |f:1.2.3,5.6|. The product is CN(CCOC=1C=C(C=CC1)NC1=NC=CC(=N1)C1=C(N=C2N1C=CC=C2)C=2C=CC(=C(C#N)C2)OC)C (5-(3-{2-[(3-{[2-(dimethylamino)ethyl]oxy}phenyl)amino]-4-pyrimidinyl}imidazo-[1,2-a]pyridin-2-yl)-2-(methyloxy)benzonitrile). Run at temperature 84 celsius, time 2 day. Procedure details: To 5-[3-(2-chloro-4-pyrimidinyl)imidazo[1,2-a]pyridin-2-yl]-2-(methyloxy)benzonitrile (Intermediate Example 4) (2.02 g, 5.57 mmol) and 3-{[2-(dimethylamino)ethyl]-oxy}aniline dihydrochloride (1.67 g, 6.58 mmol) in trifluoroethanol (20 mL) was added HCl (0.700 mL, 4M in dioxane, 2.8 mmol). The reaction was stirred at 84° C. for 2 days. The reaction was poured into half saturated NaHCO3, extracted with DCM and EtOAc, dried (MgSO4), concentrated and triturated with diethyl ether to provide the titl... Isolated yield 93.0%. The reactants are C(=O)(O)[O-].[Na+] (NaHCO3), ClC1=NC=CC(=N1)C1=C(N=C2N1C=CC=C2)C=2C=CC(=C(C#N)C2)OC (5-[3-(2-chloro-4-pyrimidinyl)imidazo[1,2-a]pyridin-2-yl]-2-(methyloxy)-benzonitrile), Cl.Cl.CN(CCOC=1C=C(N)C=CC1)C (3-{[2-(dimethylamino)ethyl]-oxy}aniline dihydrochloride), Cl (HCl). Solvent: C(C(F)(F)F)O (trifluoroethanol). Reactants: O=C([O-])[O-], CS(C)=O, [Cs+], [Cs+], C1CCCC2(CCC1)CO2, O=C1c2ccccc2C(=O)N1CCOc1cccc(O)c1. Product: O=C1c2ccccc2C(=O)N1CCOc1cccc(OCC2(O)CCCCCCC2)c1. Reaction SMILES: [C:32](=[O:33])([O-:34])[O-:35].[CH3:38][S:39]([CH3:40])=[O:41].[Cs+:36].[Cs+:37].[O:22]1[CH2:23][C:24]12[CH2:25][CH2:26][CH2:27][CH2:28][CH2:29][CH2:30][CH2:31]2.[OH:1][c:2]1[cH:3][c:4]([O:5][CH2:6][CH2:7][N:8]2[C:9](=[O:18])[c:10]3[cH:11][cH:12][cH:13][cH:14][c:15]3[C:16]2=[O:17])[cH:19][cH:20][cH:21]1>>[O:1]([c:2]1[cH:3][c:4]([O:5][CH2:6][CH2:7][N:8]2[C:9](=[O:18])[c:10]3[cH:11][cH:12][cH:13][cH:14][c:15]3[C:16]2=[O:17])[cH:19][cH:20][cH:21]1)[CH2:23][C:24]1([OH:22])[CH2:25][CH2:26][CH2:27][CH2:28][CH2:29][CH2:30][CH2:31]1.